This data is from the Open Reaction Database (ORD), a public repository of structured organic reaction records. The task is: describe an organic reaction: reactants, conditions, products, and yield Reactants: O (Water), CNS(=O)C1=CC=C(C=C1)CN1C(C2=CC=CC=C2C1=O)=O (4-(1,3-Dioxo-1,3-dihydro-isoindol-2-ylmethyl)-benzenesulfinic acid methylamide), CNC (dimethylamine), ClOC(C)(C)C (tert-butyl hypochlorite). Run in C(C)#N (acetonitrile). Run at temperature 0 celsius. Product: O=C1N(C(C2=CC=CC=C12)=O)CC1=CC=C(C=C1)S(=O)(N(C)C)=NC (4-((1,3-Dioxoisoindolin-2-yl)methyl)-N,N,N′-trimethyl-benzene-sulfonimidamide). RXN SMILES: [CH3:1][NH:2][S:3]([C:5]1[CH:10]=[CH:9][C:8]([CH2:11][N:12]2[C:20](=[O:21])[C:19]3[C:14](=[CH:15][CH:16]=[CH:17][CH:18]=3)[C:13]2=[O:22])=[CH:7][CH:6]=1)=[O:4].ClO[C:25](C)(C)C.[CH3:29][NH:30]C.O>C(#N)C>[O:22]=[C:13]1[C:14]2[C:19](=[CH:18][CH:17]=[CH:16][CH:15]=2)[C:20](=[O:21])[N:12]1[CH2:11][C:8]1[CH:7]=[CH:6][C:5]([S:3](=[N:30][CH3:29])([N:2]([CH3:25])[CH3:1])=[O:4])=[CH:10][CH:9]=1. Procedure: A mixture of 4-(1,3-dioxo-1,3-dihydro-isoindol-2-ylmethyl)-benzenesulfinic acid methylamide (preparation 60b, 250 mg, 0.795 mmol) in acetonitrile is cooled at 0° C. in an ice bath and treated with tert-butyl hypochlorite (100 μL, 0.88 mmol). After 15 min dimethylamine (2 M in tetrahydrofuran, 600 μL, 1.2 mmol) is added and the mixture is warmed to room temperature. Water is added, and the mixture is extracted twice with dichloromethane. The combined organic layers are dried over Na2SO4 and conce... Reactants: CO, ClCCl, Cl, CNC(C#Cc1c(F)ccc2c1C(=Cc1[nH]ccc1OC)C(=O)N2)C(C)O, C1COCCO1. Product: Cl, CNC(C#Cc1c(F)ccc2c1C(=Cc1[nH]ccc1OC)C(=O)N2)C(C)O. Reaction SMILES: [CH3:29][OH:30].[Cl:31][CH2:32][Cl:33].[ClH:28].[F:1][c:2]1[c:3]([C:20]#[C:21][CH:22]([CH:23]([CH3:24])[OH:25])[NH:26][CH3:27])[c:4]2[c:8]([cH:9][cH:10]1)[NH:7][C:6](=[O:11])[C:5]2=[CH:12][c:13]1[nH:14][cH:15][cH:16][c:17]1[O:18][CH3:19].[O:34]1[CH2:35][CH2:36][O:37][CH2:38][CH2:39]1>>[ClH:31].[F:1][c:2]1[c:3]([C:20]#[C:21][CH:22]([CH:23]([CH3:24])[OH:25])[NH:26][CH3:27])[c:4]2[c:8]([cH:9][cH:10]1)[NH:7][C:6](=[O:11])[C:5]2=[CH:12][c:13]1[nH:14][cH:15][cH:16][c:17]1[O:18][CH3:19]. Starting materials: O=Cc1cccc(Br)c1, C#Cc1ccc(OC)cc1. Product: COc1ccc(C#Cc2cccc(C=O)c2)cc1. RXN SMILES: [Br:11][c:12]1[cH:13][c:14]([CH:15]=[O:16])[cH:17][cH:18][cH:19]1.[CH3:1][O:2][c:3]1[cH:4][cH:5][c:6]([C:9]#[CH:10])[cH:7][cH:8]1>>[CH3:1][O:2][c:3]1[cH:4][cH:5][c:6]([C:9]#[C:10][c:12]2[cH:13][c:14]([CH:15]=[O:16])[cH:17][cH:18][cH:19]2)[cH:7][cH:8]1.